From a dataset of the Open Reaction Database (ORD), a public repository of structured organic reaction records. describe an organic reaction: reactants, conditions, products, and yield Reactants: CO, CCOC(C)=O, CCCOc1ccc(CCl)cc1-c1nc2c(CCC)nn(C)c2c(=O)[nH]1, ClCCl. The product is CCCOc1ccc(C)cc1-c1nc2c(CCC)nn(C)c2c(=O)[nH]1. Reaction SMILES: [CH3:27][OH:28].[CH3:29][CH2:30][O:31][C:32](=[O:33])[CH3:34].[Cl:1][CH2:2][c:3]1[cH:4][cH:5][c:6]([O:23][CH2:24][CH2:25][CH3:26])[c:7](-[c:9]2[nH:10][c:11](=[O:22])[c:12]3[c:13]([n:14]2)[c:15]([CH2:19][CH2:20][CH3:21])[n:16][n:17]3[CH3:18])[cH:8]1.[Cl:35][CH2:36][Cl:37]>>[CH3:2][c:3]1[cH:4][cH:5][c:6]([O:23][CH2:24][CH2:25][CH3:26])[c:7](-[c:9]2[nH:10][c:11](=[O:22])[c:12]3[c:13]([n:14]2)[c:15]([CH2:19][CH2:20][CH3:21])[n:16][n:17]3[CH3:18])[cH:8]1. Starting materials: BrC=1C=C(C=CC1N1CCN(CC1)S(=O)(=O)C=1SC=CC1)C(C(F)(F)F)(C(F)(F)F)O (2-(3-Bromo-4-(4-(thiophen-2-ylsulfonyl)piperazin-1-yl)phenyl)-1,1,1,3,3,3-hexafluoro-2-propanol), C(C)(C)(C)[Si](OC(C)C#CB1OC(C(O1)(C)C)(C)C)(C)C (tert-butyldimethyl(4-(4,4,5,5-tetramethyl-1,3,2-dioxaborolan-2-yl)but-3-yn-2-yloxy)silane), C([O-])([O-])=O.[Cs+].[Cs+] (cesium carbonate). The reagents and catalysts are [Pd](Cl)Cl.C1(=CC=CC=C1)P([C-]1C=CC=C1)C1=CC=CC=C1.[C-]1(C=CC=C1)P(C1=CC=CC=C1)C1=CC=CC=C1.[Fe+2] (1,1′-bis(diphenylphosphino)ferrocene-palladium(II) dichloride). Solvent: COCCOC (DME), O (water). Reaction conditions: temperature 120 celsius. Yields the product S1C(=CC=C1)S(=O)(=O)N1CCN(CC1)C1=C(C=C(C=C1)C(C(F)(F)F)(C(F)(F)F)O)C#CC(C)O (4-(2-(4-(2-thiophenylsulfonyl)-1-piperazinyl)-5-(2,2,2-trifluoro-1-hydroxy-1-(trifluoromethyl)ethyl)phenyl)-3-butyn-2-ol). Isolated yield 23.6%. As a reaction SMILES: Br[C:2]1[CH:3]=[C:4]([C:22]([OH:31])([C:27]([F:30])([F:29])[F:28])[C:23]([F:26])([F:25])[F:24])[CH:5]=[CH:6][C:7]=1[N:8]1[CH2:13][CH2:12][N:11]([S:14]([C:17]2[S:18][CH:19]=[CH:20][CH:21]=2)(=[O:16])=[O:15])[CH2:10][CH2:9]1.C([Si](C)(C)[O:37][CH:38]([C:40]#[C:41]B1OC(C)(C)C(C)(C)O1)[CH3:39])(C)(C)C.C(=O)([O-])[O-].[Cs+].[Cs+]>COCCOC.O.[Pd](Cl)Cl.C1(P(C2C=CC=CC=2)[C-]2C=CC=C2)C=CC=CC=1.[C-]1(P(C2C=CC=CC=2)C2C=CC=CC=2)C=CC=C1.[Fe+2]>[S:18]1[CH:19]=[CH:20][CH:21]=[C:17]1[S:14]([N:11]1[CH2:12][CH2:13][N:8]([C:7]2[CH:6]=[CH:5][C:4]([C:22]([OH:31])([C:27]([F:30])([F:29])[F:28])[C:23]([F:26])([F:25])[F:24])=[CH:3][C:2]=2[C:41]#[C:40][CH:38]([OH:37])[CH3:39])[CH2:9][CH2:10]1)(=[O:16])=[O:15] |f:2.3.4,7.8.9.10|. Procedure: 2-(3-Bromo-4-(4-(thiophen-2-ylsulfonyl)piperazin-1-yl)phenyl)-1,1,1,3,3,3-hexafluoro-2-propanol (102 mg, 0.18 mmol, Example 69), tert-butyldimethyl(4-(4,4,5,5-tetramethyl-1,3,2-dioxaborolan-2-yl)but-3-yn-2-yloxy)silane (86 mg, 0.28 mmol, Combi-Blocks, San Diego, Calif.), 1,1′-bis(diphenylphosphino)ferrocene-palladium(II) dichloride, dichloromethane complex (15 mg, 0.02 mmol, Sigma-Aldrich, St. Louis, Mo.), and cesium carbonate (180 mg, 0.55 mmol) were combined in DME (1.2 mL) and water (0.1 mL).... Reported procedure: --Non-1-yne (1.0 ml, 6.4 mmol) was added via syringe to degassed mixture of 2-(2',3'-difluoro-4'-octyloxyphenyl)-5-bromopyrimidine 4 (1.27 g, 3.18 mmol), tetrakis(triphenylphosphine)palladium (173 mg, 0.15 mmol) and copper(I) iodide (29 mg, 0.15 mmol) in diisopropylamine (60 ml) under nitrogen. The mixture was heated under gentle reflux for 4 h. The solvent was removed in vacuo and the residue was purified by flash chromatography (5% ethyl acetate-light petroleum, the sample was preloaded onto s... Product: FC1=C(C=CC(=C1F)OCCCCCCCC)C1=NC=C(C=N1)C#CCCCCCCC (2-(2',3'-Difluoro-4'-octyloxyphenyl)-5-non-1-ynylpyrimidine). Reactants: FC1=C(C=CC(=C1F)OCCCCCCCC)C1=NC=C(C=N1)Br (2-(2',3'-Difluoro-4'-octyloxyphenyl)-5-bromopyrimidine), C#CCCCCCCC (Non-1-yne). As a reaction SMILES: [CH:1]#[C:2][CH2:3][CH2:4][CH2:5][CH2:6][CH2:7][CH2:8][CH3:9].[F:10][C:11]1[C:16]([F:17])=[C:15]([O:18][CH2:19][CH2:20][CH2:21][CH2:22][CH2:23][CH2:24][CH2:25][CH3:26])[CH:14]=[CH:13][C:12]=1[C:27]1[N:32]=[CH:31][C:30](Br)=[CH:29][N:28]=1>C(NC(C)C)(C)C.C1C=CC([P]([Pd]([P](C2C=CC=CC=2)(C2C=CC=CC=2)C2C=CC=CC=2)([P](C2C=CC=CC=2)(C2C=CC=CC=2)C2C=CC=CC=2)[P](C2C=CC=CC=2)(C2C=CC=CC=2)C2C=CC=CC=2)(C2C=CC=CC=2)C2C=CC=CC=2)=CC=1.[Cu]I>[F:10][C:11]1[C:16]([F:17])=[C:15]([O:18][CH2:19][CH2:20][CH2:21][CH2:22][CH2:23][CH2:24][CH2:25][CH3:26])[CH:14]=[CH:13][C:12]=1[C:27]1[N:32]=[CH:31][C:30]([C:1]#[C:2][CH2:3][CH2:4][CH2:5][CH2:6][CH2:7][CH2:8][CH3:9])=[CH:29][N:28]=1 |^1:44,46,65,84|. The reagents and catalysts are C=1C=CC(=CC1)[P](C=2C=CC=CC2)(C=3C=CC=CC3)[Pd]([P](C=4C=CC=CC4)(C=5C=CC=CC5)C=6C=CC=CC6)([P](C=7C=CC=CC7)(C=8C=CC=CC8)C=9C=CC=CC9)[P](C=1C=CC=CC1)(C=1C=CC=CC1)C=1C=CC=CC1 (tetrakis(triphenylphosphine)palladium), [Cu]I (copper(I) iodide). The solvent is C(C)(C)NC(C)C (diisopropylamine). Isolated yield 91.7%. Reactants: COC=1C=C2C(=CN(C2=CC1OC)CCCO)C1=CC=2C(=NC=CC2)N1S(=O)(=O)C1=CC=C(C=C1)C (3-[5,6-dimethoxy-3-(1-(toluene-4-sulfonyl)-1H-pyrrolo[2,3-b]pyridin-2-yl)indol-1-yl]propanol), [OH-].[K+] (potassium hydroxide). The product is COC=1C=C2C(=CN(C2=CC1OC)CCCO)C1=CC=2C(=NC=CC2)N1 (3-[5,6-dimethoxy-3-(1H-pyrrolo[2,3-b]pyridin-2-yl)indol-1-yl]propanol). Yield: 61.7%. Reaction SMILES: [CH3:1][O:2][C:3]1[CH:4]=[C:5]2[C:9](=[CH:10][C:11]=1[O:12][CH3:13])[N:8]([CH2:14][CH2:15][CH2:16][OH:17])[CH:7]=[C:6]2[C:18]1[N:26](S(C2C=CC(C)=CC=2)(=O)=O)[C:21]2=[N:22][CH:23]=[CH:24][CH:25]=[C:20]2[CH:19]=1.[OH-].[K+]>>[CH3:1][O:2][C:3]1[CH:4]=[C:5]2[C:9](=[CH:10][C:11]=1[O:12][CH3:13])[N:8]([CH2:14][CH2:15][CH2:16][OH:17])[CH:7]=[C:6]2[C:18]1[NH:26][C:21]2=[N:22][CH:23]=[CH:24][CH:25]=[C:20]2[CH:19]=1 |f:1.2|. Procedure details: 3-[5,6-Dimethoxy-3-(1H-pyrrolo[2,3-b]pyridin-2-yl)indol-1-yl]propanol is prepared by following the procedure described in example 88a, but using 0.24 g of 3-[5,6-dimethoxy-3-(1-(toluene-4-sulfonyl)-1H-pyrrolo[2,3-b]pyridin-2-yl)indol-1-yl]propanol and a solution of 9.3 ml of methanolic potassium hydroxide (0.1 g/ml; 1.78M). After purification by flash-pack chromatography (silica, 98/02 by volume dichloromethane/methanol as eluents), 0.103 g of 3-[5,6-dimethoxy-3-(1H-pyrrolo[2,3-b]pyridin-2-yl)in... The reactants are Cl (hydrochloric acid), CN(C(C(=O)OCC)=CC=C(C1=CC=CC=C1)C#N)C (ethyl 2-dimethylamino-5-cyano-5-phenyl-2,4-pentadienoate), C(C)O (ethanol). Conditions: temperature 10 celsius. Product: OC(C(=O)OCC)=CC=C(C1=CC=CC=C1)C#N (Ethyl 2-hydroxy-5-cyano-5-phenyl-2,4-pentadienoate). As a reaction SMILES: Cl.CN(C)[C:4](=[CH:10][CH:11]=[C:12]([C:19]#[N:20])[C:13]1[CH:18]=[CH:17][CH:16]=[CH:15][CH:14]=1)[C:5]([O:7][CH2:8][CH3:9])=[O:6].C([OH:24])C>>[OH:24][C:4](=[CH:10][CH:11]=[C:12]([C:19]#[N:20])[C:13]1[CH:18]=[CH:17][CH:16]=[CH:15][CH:14]=1)[C:5]([O:7][CH2:8][CH3:9])=[O:6]. Reported procedure: 1N aqueous hydrochloric acid solution (87 cc) is added in the course of 3 minutes to a solution, maintained under reflux, of ethyl 2-dimethylamino-5-cyano-5-phenyl-2,4-pentadienoate (21.3 g) in ethanol (27 cc). The mixture is cooled to a temperature of approximately 10° C. and the precipitate obtained is filtered off, washed with ethanol (15 cc) and dried. Ethyl 2-hydroxy-5-cyano-5-phenyl-2,4-pentadienoate (12.1 g), m.p. 189° C., is thereby obtained. The reactants are CC#CC (2-butyne), [N+](=[N-])=C(C(=O)OC)C(=O)OC (dimethyl diazomalonate). The reagents and catalysts are [Hg] (mercury). The solvent is FC1=C(C(=C(C(=C1F)F)F)F)F (hexafluorobenzene). Reaction conditions: time 100 hour. Product: CC=1C(C1C)(C(=O)OC)C(=O)OC (dimethyl 2,3-dimethyl-2-cyclopropene-1,1-dicarboxylate). Isolated yield 46.2%. As a reaction SMILES: [CH3:1][C:2]#[C:3][CH3:4].[N+](=[C:7]([C:12]([O:14][CH3:15])=[O:13])[C:8]([O:10][CH3:11])=[O:9])=[N-]>FC1C(F)=C(F)C(F)=C(F)C=1F.[Hg]>[CH3:1][C:2]1[C:7]([C:12]([O:14][CH3:15])=[O:13])([C:8]([O:10][CH3:11])=[O:9])[C:3]=1[CH3:4]. Procedure: A nitrogen-degassed solution of 33.5 grams (0.69 mole) of 2-butyne and 20.0 grams (0.13 mole) of dimethyl diazomalonate in approximately 325 grams of hexafluorobenzene was photolyzed for approximately 100 hours, at 0° C.-5° C., employing a 100-watt Hanovia mercury lamp in a manner similar to that described in Example XCVI Part A. Similar workup of the reaction mixture afforded 10.8 grams (0.06 mole) of dimethyl 2,3-dimethyl-2-cyclopropene-1,1-dicarboxylate. NMR analysis of the product indicated ...